Dataset: the Open Reaction Database (ORD), a public repository of structured organic reaction records. Task: describe an organic reaction: reactants, conditions, products, and yield The reactants are BrC1=C(C=C(C=C1)S(=O)(=O)C)[N+](=O)[O-] (2-bromo-5-methylsulfonylnitrobenzene), C(=C\C)/B(O)O (trans-propenylboronic acid), [F-].[Cs+] (caesium fluoride). Reagents/catalysts: Cl[Pd]([P](C1=CC=CC=C1)(C2=CC=CC=C2)C3=CC=CC=C3)([P](C4=CC=CC=C4)(C5=CC=CC=C5)C6=CC=CC=C6)Cl (bis(triphenylphosphine)palladium(II) chloride). The solvent is CCOC(=O)C (EtOAc). Conditions: temperature 80 celsius. Yields the product CS(=O)(=O)C1=CC(=C(C=C1)\C=C\C)[N+](=O)[O-] (4-(methylsulfonyl)-2-nitro-1-[(1E)-prop-1-en-1-yl]benzene), solid. Isolated yield 85.0%. RXN SMILES: Br[C:2]1[CH:7]=[CH:6][C:5]([S:8]([CH3:11])(=[O:10])=[O:9])=[CH:4][C:3]=1[N+:12]([O-:14])=[O:13].[CH:15](/B(O)O)=[CH:16]\[CH3:17].[F-].[Cs+]>CCOC(C)=O.Cl[Pd](Cl)([P](C1C=CC=CC=1)(C1C=CC=CC=1)C1C=CC=CC=1)[P](C1C=CC=CC=1)(C1C=CC=CC=1)C1C=CC=CC=1>[CH3:11][S:8]([C:5]1[CH:6]=[CH:7][C:2](/[CH:15]=[CH:16]/[CH3:17])=[C:3]([N+:12]([O-:14])=[O:13])[CH:4]=1)(=[O:10])=[O:9] |f:2.3,^1:31,50|. Procedure: A mixture of 2-bromo-5-methylsulfonylnitrobenzene (1.50 g; 5.36 mmol), trans-propenylboronic acid (690 mg; 8.03 mmol), caesium fluoride (2.44 g; 16.1 mmol) and bis(triphenylphosphine)palladium(II) chloride (376 mg; 0.54 mmol) was degassed with nitrogen, then treated with dioxane (30 ml) and water (15 ml). The resulting reaction mixture was heated at 80° C. for 2 hours, taken up in EtOAc and washed with water and brine. The organic phase was dried on MgSO4, filtered and concentrated under reduced...